From a dataset of the Open Reaction Database (ORD), a public repository of structured organic reaction records. describe an organic reaction: reactants, conditions, products, and yield The reactants are [Al+3], CC(C)C(=O)Cl, CCc1ccccc1, [Cl-], [Cl-], [Cl-], C[N+](=O)[O-]. Yields the product CCc1ccc(C(=O)C(C)C)cc1. RXN SMILES: [Al+3:2].[C:13]([CH:14]([CH3:15])[CH3:16])(=[O:17])[Cl:18].[CH2:5]([CH3:6])[c:7]1[cH:8][cH:9][cH:10][cH:11][cH:12]1.[Cl-:1].[Cl-:3].[Cl-:4].[N+:19]([CH3:20])([O-:21])=[O:22]>>[CH2:5]([CH3:6])[c:7]1[cH:8][cH:9][c:10]([C:13]([CH:14]([CH3:15])[CH3:16])=[O:17])[cH:11][cH:12]1. The reactants are CC(C)(C)OC(=O)NC1Cc2ccccc2C2OC12, C[Al](C)C, CCCCCC. Product: CC1c2ccccc2CC(NC(=O)OC(C)(C)C)C1O. As a reaction SMILES: [C:1]([CH3:2])([CH3:3])([CH3:4])[O:5][C:6](=[O:7])[NH:8][CH:9]1[CH:10]2[CH:11]([c:12]3[cH:13][cH:14][cH:15][cH:16][c:17]3[CH2:18]1)[O:19]2.[CH3:20][Al:21]([CH3:22])[CH3:23].[CH3:24][CH2:25][CH2:26][CH2:27][CH2:28][CH3:29]>>[C:1]([CH3:2])([CH3:3])([CH3:4])[O:5][C:6](=[O:7])[NH:8][CH:9]1[CH:10]([OH:19])[CH:11]([CH3:20])[c:12]2[cH:13][cH:14][cH:15][cH:16][c:17]2[CH2:18]1. Starting materials: O (water), N1(C=NC=C1)C1=CC=C(CC=2C(=NC3=CC=C(C=C3C2Cl)I)OC)C=C1 (3-(4-(1H-imidazol-1-yl)benzyl)-4-chloro-6-iodo-2-methoxyquinoline), N1(C=NC=C1)C1=CC=C(CC=2C(=NC3=CC=C(C=C3C2Cl)I)OC)C=C1 (3-(4-(1H-imidazol-1-yl)benzyl)-4-chloro-6-iodo-2-methoxyquinoline), C(C1=CC=CC=C1)(=O)C1CCN(CC1)C(C)=O (1-(4-benzoylpiperidin-1-yl)ethanone), C(C1=CC=CC=C1)(=O)C1CCN(CC1)C(C)=O (1-(4-benzoylpiperidin-1-yl)ethanone), C(=O)=O.CC(=O)C (dry ice acetone). The solvent is O1CCCC1 (tetrahydrofuran), C(C)(=O)OCC (ethyl acetate), O1CCCC1 (tetrahydrofuran). Conditions: temperature 23 celsius, time 16 hour. Product: N1(C=NC=C1)C1=CC=C(CC=2C(=NC3=CC=C(C=C3C2Cl)C(C2CCN(CC2)C(C)=O)(C2=CC=CC=C2)O)OC)C=C1 (1-(4-((3-(4-(1H-Imidazol-1-yl)benzyl)-4-chloro-2-methoxyquinolin-6-yl)(hydroxy)(phenyl)methyl)piperidin-1-yl)ethanone). Reaction SMILES: [N:1]1([C:6]2[CH:26]=[CH:25][C:9]([CH2:10][C:11]3[C:12]([O:23][CH3:24])=[N:13][C:14]4[C:19]([C:20]=3[Cl:21])=[CH:18][C:17](I)=[CH:16][CH:15]=4)=[CH:8][CH:7]=2)[CH:5]=[CH:4][N:3]=[CH:2]1.[C:27]([CH:35]1[CH2:40][CH2:39][N:38]([C:41](=[O:43])[CH3:42])[CH2:37][CH2:36]1)(=[O:34])[C:28]1[CH:33]=[CH:32][CH:31]=[CH:30][CH:29]=1.C(=O)=O.CC(C)=O.O>O1CCCC1.C(OCC)(=O)C>[N:1]1([C:6]2[CH:26]=[CH:25][C:9]([CH2:10][C:11]3[C:12]([O:23][CH3:24])=[N:13][C:14]4[C:19]([C:20]=3[Cl:21])=[CH:18][C:17]([C:27]([OH:34])([C:28]3[CH:33]=[CH:32][CH:31]=[CH:30][CH:29]=3)[CH:35]3[CH2:40][CH2:39][N:38]([C:41](=[O:43])[CH3:42])[CH2:37][CH2:36]3)=[CH:16][CH:15]=4)=[CH:8][CH:7]=2)[CH:5]=[CH:4][N:3]=[CH:2]1 |f:2.3|. Reported procedure: A solution of isopropylmagnesium chloride-lithium chloride complex in tetrahydrofuran (1.3 M, 0.70 mL, 0.92 mmol) was added dropwise to a stirring mixture containing 3-(4-(1H-imidazol-1-yl)benzyl)-4-chloro-6-iodo-2-methoxyquinoline (350 mg, 0.736 mmol, Intermediate 17: step c) and 1-(4-benzoylpiperidin-1-yl)ethanone (170 mg, 0.736 mmol, Intermediate 18) in tetrahydrofuran (7.4 mL) at −35° C. (dry ice-acetone cooling bath). The cooling bath was allowed to slowly warm to 23° C. After 16 hours, wat... Reactants: BrCC1=CC=C(C=C1)CCN1C(C=C(C=C1)OCC1=NC=C(C=C1)C)=O (1-[2-(4-bromomethyl-phenyl)-ethyl]-4-(5-methyl-pyridin-2-ylmethoxy)-1H-pyridin-2-one), N1CCCC1 (pyrrolidine). Solvent: CN(C)C=O (DMF). Reaction conditions: time 2 hour. Yields the product CC=1C=CC(=NC1)COC1=CC(N(C=C1)CCC1=CC=C(C=C1)CN1CCCC1)=O (4-(5-Methyl-pyridin-2-ylmethoxy)-1-[2-(4-pyrrolidin-1-ylmethyl-phenyl)-ethyl]-1H-pyridin-2-one). Reaction SMILES: Br[CH2:2][C:3]1[CH:8]=[CH:7][C:6]([CH2:9][CH2:10][N:11]2[CH:16]=[CH:15][C:14]([O:17][CH2:18][C:19]3[CH:24]=[CH:23][C:22]([CH3:25])=[CH:21][N:20]=3)=[CH:13][C:12]2=[O:26])=[CH:5][CH:4]=1.[NH:27]1[CH2:31][CH2:30][CH2:29][CH2:28]1>CN(C=O)C>[CH3:25][C:22]1[CH:23]=[CH:24][C:19]([CH2:18][O:17][C:14]2[CH:15]=[CH:16][N:11]([CH2:10][CH2:9][C:6]3[CH:7]=[CH:8][C:3]([CH2:2][N:27]4[CH2:31][CH2:30][CH2:29][CH2:28]4)=[CH:4][CH:5]=3)[C:12](=[O:26])[CH:13]=2)=[N:20][CH:21]=1. Reported procedure: To 55 mg (0.13 mmol) 1-[2-(4-bromomethyl-phenyl)-ethyl]-4-(5-methyl-pyridin-2-ylmethoxy)-1H-pyridin-2-one (example 13.1b) in 1.5 mL DMF is added at RT 44 μL (0.53 mmol) pyrrolidine. The reaction mixture is stirred for 2 h at RT and is directly transferred to a reverse HPLC for purification (Waters SunFire, C18; water (0.15% formic acid)/acetonitrile 95:5 to 10:90). The reactants are C(C1=CC=CC=C1)N1CCC(CC1)(C1=CC=CC=C1)C#N (1-benzyl-4-cyano-4-phenylpiperidine), Cl (hydrochloride), S(O)(O)(=O)=O (sulfuric acid), C(C)(=O)O (acetic acid). Solvent: C1(=CC=CC=C1)C (toluene). Yields the product C(C1=CC=CC=C1)N1CCC(CC1)(C(=O)N)C1=CC=CC=C1 (1-benzyl-4-phenyl-4-piperidinecarboxamide). RXN SMILES: [CH2:1]([N:8]1[CH2:13][CH2:12][C:11]([C:20]#[N:21])([C:14]2[CH:19]=[CH:18][CH:17]=[CH:16][CH:15]=2)[CH2:10][CH2:9]1)[C:2]1[CH:7]=[CH:6][CH:5]=[CH:4][CH:3]=1.Cl.S(=O)(=O)(O)[OH:24].C(O)(=O)C>C1(C)C=CC=CC=1>[CH2:1]([N:8]1[CH2:9][CH2:10][C:11]([C:14]2[CH:19]=[CH:18][CH:17]=[CH:16][CH:15]=2)([C:20]([NH2:21])=[O:24])[CH2:12][CH2:13]1)[C:2]1[CH:3]=[CH:4][CH:5]=[CH:6][CH:7]=1. Procedure details: (a′) 1-benzyl-4-cyano-4-phenylpiperidine, prepared in situ via neutralization of its hydrochloride, is treated with 94-96% sulfuric acid and acetic acid in toluene at 80-100° C. and the 1-benzyl-4-phenyl-4-piperidinecarboxamide thus obtained is treated with bromine in the presence of sodium methoxide; and then Procedure details: To a stirred solution of [((3S)-1-{2-[6-(methyloxy)-1,5-naphthyridin-4-yl]ethyl}-3-pyrrolidinyl)methyl]amine (0.22 g, 0.77 mmole) in dry CH2Cl2 (25 mL) and dry EtOH (10 mL) at RT was added 3-oxo-3,4-dihydro-2H-pyrido[1,4]thiazine-6-carboxaldehyde (0.15 g, 0.77 mmole). After 24 h, at RT was added NaBH4 (0.03 g, 0.85 mmole). After 24 h, silica gel (5 g) was added to the reaction solution and the suspension was concentrated under vacuum to a dry solid. Purification on silica (CHCl3/MeOH, 9:1 contai... Product: COC=1N=C2C(=CC=NC2=CC1)CCN1C[C@@H](CC1)CNCC=1C=CC=2SCC(NC2N1)=O (6-({[((3S)-1-{2-[6-(methyloxy)-1,5-naphthyridin-4-yl]ethyl}-3-pyrrolidinyl)methyl]amino}methyl)-2H-pyrido[3,2-b][1,4]thiazin-3(4H)-one). As a reaction SMILES: [CH3:1][O:2][C:3]1[N:4]=[C:5]2[C:10](=[CH:11][CH:12]=1)[N:9]=[CH:8][CH:7]=[C:6]2[CH2:13][CH2:14][N:15]1[CH2:19][CH2:18][C@@H:17]([CH2:20][NH2:21])[CH2:16]1.[O:22]=[C:23]1[NH:28][C:27]2[N:29]=[C:30]([CH:33]=O)[CH:31]=[CH:32][C:26]=2[S:25][CH2:24]1.[BH4-].[Na+]>C(Cl)Cl.CCO>[CH3:1][O:2][C:3]1[N:4]=[C:5]2[C:10](=[CH:11][CH:12]=1)[N:9]=[CH:8][CH:7]=[C:6]2[CH2:13][CH2:14][N:15]1[CH2:19][CH2:18][C@@H:17]([CH2:20][NH:21][CH2:33][C:30]2[CH:31]=[CH:32][C:26]3[S:25][CH2:24][C:23](=[O:22])[NH:28][C:27]=3[N:29]=2)[CH2:16]1 |f:2.3|. Conditions: time 24 hour. The reactants are COC=1N=C2C(=CC=NC2=CC1)CCN1C[C@@H](CC1)CN ([((3S)-1-{2-[6-(methyloxy)-1,5-naphthyridin-4-yl]ethyl}-3-pyrrolidinyl)methyl]amine), O=C1CSC2=C(N1)N=C(C=C2)C=O (3-oxo-3,4-dihydro-2H-pyrido[1,4]thiazine-6-carboxaldehyde), [BH4-].[Na+] (NaBH4). Solvent: C(Cl)Cl (CH2Cl2), CCO (EtOH). Yield: 69.9%. Starting materials: C1(OC(CC2=CC=CC=C12)=O)=O (1H-isochromene-1,3(4H)-dione), NC=1C=C(C(=O)NC2CC2)C=CC1C (3-amino-N-cyclopropyl-4-methylbenzamide). Run in C1(=CC=CC=C1)C (toluene), C(C)(=O)OCC (ethyl acetate). Run at temperature 150 celsius. The product is O=C1N(C(CC2=CC=CC=C12)=O)C=1C=C(C(=O)NC2CC2)C=CC1C (3-(1,3-dioxo-3,4-dihydroisoquinolin-2(1H)-yl)-N-cyclopropyl-4-methylbenzamide). Isolated yield 56.3%. RXN SMILES: [C:1]1(=[O:12])[C:10]2[C:5](=[CH:6][CH:7]=[CH:8][CH:9]=2)[CH2:4][C:3](=[O:11])O1.[NH2:13][C:14]1[CH:15]=[C:16]([CH:23]=[CH:24][C:25]=1[CH3:26])[C:17]([NH:19][CH:20]1[CH2:22][CH2:21]1)=[O:18]>C1(C)C=CC=CC=1.C(OCC)(=O)C>[O:12]=[C:1]1[C:10]2[C:5](=[CH:6][CH:7]=[CH:8][CH:9]=2)[CH2:4][C:3](=[O:11])[N:13]1[C:14]1[CH:15]=[C:16]([CH:23]=[CH:24][C:25]=1[CH3:26])[C:17]([NH:19][CH:20]1[CH2:21][CH2:22]1)=[O:18]. Procedure details: A suspension of 1H-isochromene-1,3(4H)-dione (400 mg) and 3-amino-N-cyclopropyl-4-methylbenzamide (514 mg) in toluene (3 ml) was heated under microwave irradiation conditions (Personal Chemistry Emrys Optimizer with 300 W magnetron) at 150° C. for 60 minutes. The reaction mixture was diluted with ethyl acetate and washed with 2N HCl, water, brine, dried (magnesium sulfate) and concentrated to a foam which was purified by column chromatography with a gradient of iso-hexane to 70% ethyl acetate/is... Starting materials: O=C([O-])[O-], CN(C)CCCCl, Cl, [I-], [K+], [K+], [K+], O=[N+]([O-])c1ccc(O)cc1, CN(C)C=O, O. The product is CN(C)CCCOc1ccc([N+](=O)[O-])cc1. As a reaction SMILES: [C:11](=[O:12])([O-:13])[O-:14].[CH3:20][N:21]([CH2:22][CH2:23][CH2:24][Cl:25])[CH3:26].[ClH:19].[I-:18].[K+:15].[K+:16].[K+:17].[N+:1](=[O:2])([O-:3])[c:4]1[cH:5][cH:6][c:7]([OH:10])[cH:8][cH:9]1.[O:27]=[CH:28][N:29]([CH3:30])[CH3:31].[OH2:32]>>[N+:1](=[O:2])([O-:3])[c:4]1[cH:5][cH:6][c:7]([O:10][CH2:24][CH2:23][CH2:22][N:21]([CH3:20])[CH3:26])[cH:8][cH:9]1. Starting materials: COc1cc(=O)c2ccccc2[nH]c1=O, Cl, Nc1ccccc1, O. Yields the product O=c1[nH]c2ccccc2c(=O)cc1Nc1ccccc1. RXN SMILES: [CH3:1][O:2][c:3]1[cH:4][c:5](=[O:15])[c:6]2[c:7]([nH:8][c:9]1=[O:10])[cH:11][cH:12][cH:13][cH:14]2.[ClH:23].[NH2:16][c:17]1[cH:18][cH:19][cH:20][cH:21][cH:22]1.[OH2:24]>>[c:3]1([NH:16][c:17]2[cH:18][cH:19][cH:20][cH:21][cH:22]2)[cH:4][c:5](=[O:15])[c:6]2[c:7]([nH:8][c:9]1=[O:10])[cH:11][cH:12][cH:13][cH:14]2.